This data is from the Open Reaction Database (ORD), a public repository of structured organic reaction records. The task is: describe an organic reaction: reactants, conditions, products, and yield The reactants are O=Cc1ccc(Br)cc1, CCO, Cc1ccccc1, CC[O-], CCOC(=O)CN=[N+]=[N-], [Na+], O. Yields the product CCOC(=O)C(=Cc1ccc(Br)cc1)N=[N+]=[N-]. Reaction SMILES: [Br:5][c:6]1[cH:7][cH:8][c:9]([CH:10]=[O:11])[cH:12][cH:13]1.[CH3:24][CH2:25][OH:26].[CH3:27][c:28]1[cH:29][cH:30][cH:31][cH:32][cH:33]1.[CH3:2][CH2:3][O-:4].[N:14](=[N+:15]=[N-:16])[CH2:17][C:18](=[O:19])[O:20][CH2:21][CH3:22].[Na+:1].[OH2:23]>>[Br:5][c:6]1[cH:7][cH:8][c:9]([CH:10]=[C:17]([N:14]=[N+:15]=[N-:16])[C:18](=[O:19])[O:20][CH2:21][CH3:22])[cH:12][cH:13]1. The reactants are COS(=O)(=O)OC, CN(C)C=O, CCCCCC[Si](C)(C)c1cccc(O)c1, [H-], [Na+], O. Yields the product CCCCCC[Si](C)(C)c1cccc(OC)c1. RXN SMILES: [CH3:24][O:25][S:26]([O:27][CH3:28])(=[O:29])=[O:30].[CH3:3][N:4]([CH:5]=[O:6])[CH3:7].[CH3:8][Si:9]([c:10]1[cH:11][c:12]([OH:16])[cH:13][cH:14][cH:15]1)([CH2:17][CH2:18][CH2:19][CH2:20][CH2:21][CH3:22])[CH3:23].[H-:1].[Na+:2].[OH2:31]>>[CH3:5][O:6][c:12]1[cH:11][c:10]([Si:9]([CH3:8])([CH2:17][CH2:18][CH2:19][CH2:20][CH2:21][CH3:22])[CH3:23])[cH:15][cH:14][cH:13]1. The reactants are CC(C)(C)OC(=O)N1CCN(c2ccc(NC(=O)c3ccccc3-c3ccc(C(F)(F)F)cc3)cc2)CC1, ClCCl, O=C(O)C(F)(F)F. Yields the product O=C(Nc1ccc(N2CCNCC2)cc1)c1ccccc1-c1ccc(C(F)(F)F)cc1. Reaction SMILES: [C:1]([O:2][C:3](=[O:4])[N:8]1[CH2:9][CH2:10][N:11]([c:14]2[cH:15][cH:16][c:17]([NH:20][C:21](=[O:22])[c:23]3[c:24](-[c:29]4[cH:30][cH:31][c:32]([C:35]([F:36])([F:37])[F:38])[cH:33][cH:34]4)[cH:25][cH:26][cH:27][cH:28]3)[cH:18][cH:19]2)[CH2:12][CH2:13]1)([CH3:5])([CH3:6])[CH3:7].[Cl:46][CH2:47][Cl:48].[OH:39][C:40]([C:41]([F:42])([F:43])[F:44])=[O:45]>>[NH:8]1[CH2:9][CH2:10][N:11]([c:14]2[cH:15][cH:16][c:17]([NH:20][C:21](=[O:22])[c:23]3[c:24](-[c:29]4[cH:30][cH:31][c:32]([C:35]([F:36])([F:37])[F:38])[cH:33][cH:34]4)[cH:25][cH:26][cH:27][cH:28]3)[cH:18][cH:19]2)[CH2:12][CH2:13]1. Reactants: CN(Cc1ccc(F)cc1F)C1CC(C(=O)O)N(Cc2cccc(Cl)c2)C1, N#Cc1ccccc1N1CCNCC1. Product: CN(Cc1ccc(F)cc1F)C1CC(C(=O)N2CCN(c3ccccc3C#N)CC2)N(Cc2cccc(Cl)c2)C1. RXN SMILES: [Cl:1][c:2]1[cH:3][c:4]([CH2:5][N:6]2[CH:7]([C:22](=[O:23])[OH:24])[CH2:8][CH:9]([N:11]([CH3:12])[CH2:13][c:14]3[c:15]([F:21])[cH:16][c:17]([F:20])[cH:18][cH:19]3)[CH2:10]2)[cH:25][cH:26][cH:27]1.[N:28]1([c:34]2[c:35]([C:36]#[N:37])[cH:38][cH:39][cH:40][cH:41]2)[CH2:29][CH2:30][NH:31][CH2:32][CH2:33]1>>[Cl:1][c:2]1[cH:3][c:4]([CH2:5][N:6]2[CH:7]([C:22](=[O:24])[N:31]3[CH2:30][CH2:29][N:28]([c:34]4[c:35]([C:36]#[N:37])[cH:38][cH:39][cH:40][cH:41]4)[CH2:33][CH2:32]3)[CH2:8][CH:9]([N:11]([CH3:12])[CH2:13][c:14]3[c:15]([F:21])[cH:16][c:17]([F:20])[cH:18][cH:19]3)[CH2:10]2)[cH:25][cH:26][cH:27]1. Starting materials: CCOC(C)=O, O=C(O)C=Cc1cc(F)cc(F)c1, [H][H], C1CCOC1. Product: O=C(O)CCc1cc(F)cc(F)c1. RXN SMILES: [CH3:21][CH2:22][O:23][C:24](=[O:25])[CH3:26].[F:1][c:2]1[cH:3][c:4]([CH:9]=[CH:10][C:11](=[O:12])[OH:13])[cH:5][c:6]([F:8])[cH:7]1.[H:14][H:15].[O:16]1[CH2:17][CH2:18][CH2:19][CH2:20]1>>[F:1][c:2]1[cH:3][c:4]([CH2:9][CH2:10][C:11](=[O:12])[OH:13])[cH:5][c:6]([F:8])[cH:7]1. The reactants are Cl.N12C[C@@H](C(CC1)CC2)NC(=O)C=2OC1=C(C2)C=CC=C1C=1C=C(C(=O)O)C=CC1 (3-(2-{[(3R)-1-Azabicyclo[2.2.2]oct-3-ylamino]carbonyl}-1-benzofuran-7-yl)-benzoic acid hydrochloride), COCCCN (3-methoxypropylamine). Yields the product Cl.N12C[C@@H](C(CC1)CC2)NC(=O)C=2OC1=C(C2)C=CC=C1C1=CC(=CC=C1)C(=O)NCCCOC (N-[(3R)-1-Azabicyclo[2.2.2]oct-3-yl]-7-(3-{[(3-methoxypropyl)amino]carbonyl}-phenyl)-1-benzofuran-2-carboxamide hydrochloride). RXN SMILES: [ClH:1].[N:2]12[CH2:9][CH2:8][CH:5]([CH2:6][CH2:7]1)[C@@H:4]([NH:10][C:11]([C:13]1[O:14][C:15]3[C:21]([C:22]4[CH:23]=[C:24]([CH:28]=[CH:29][CH:30]=4)[C:25]([OH:27])=O)=[CH:20][CH:19]=[CH:18][C:16]=3[CH:17]=1)=[O:12])[CH2:3]2.[CH3:31][O:32][CH2:33][CH2:34][CH2:35][NH2:36]>>[ClH:1].[N:2]12[CH2:9][CH2:8][CH:5]([CH2:6][CH2:7]1)[C@@H:4]([NH:10][C:11]([C:13]1[O:14][C:15]3[C:21]([C:22]4[CH:30]=[CH:29][CH:28]=[C:24]([C:25]([NH:36][CH2:35][CH2:34][CH2:33][O:32][CH3:31])=[O:27])[CH:23]=4)=[CH:20][CH:19]=[CH:18][C:16]=3[CH:17]=1)=[O:12])[CH2:3]2 |f:0.1,3.4|. Reported procedure: 50 mg (0.12 mmol) of 3-(2-{[(3R)-1-azabicyclo[2.2.2]oct-3-ylamino]carbonyl}-1-benzofuran-7-yl)benzoic acid hydrochloride (Example 149) and 20.9 mg (0.23 mmol) of 3-methoxypropylamine are reacted together by general method E. 22.7 mg (36.4% of theory) of the title compound are obtained. Starting materials: ClC=1C(=NC=C(C1)C#C)SC (3-chloro-5-ethynyl-2-methylthiopyridine), [N+](=O)([O-])CCC (1-nitropropane), C1(=CC=C(C=C1)N=C=O)N=C=O (1,4-phenylenediisocyanate), O (Water). The reagents and catalysts are C(C)N(CC)CC (triethylamine). Run in C1=CC=CC=C1 (benzene). Reaction conditions: time 8 hour. The product is C(C)C1=NOC(=C1)C=1C=NC(=C(C1)Cl)SC (3-Ethyl-5-(5-chloro-6-methylthio-3-pyridyl)-isoxazole). Isolated yield 479.8%. As a reaction SMILES: [Cl:1][C:2]1[C:3]([S:10][CH3:11])=[N:4][CH:5]=[C:6]([C:8]#[CH:9])[CH:7]=1.[N+:12]([CH2:15][CH2:16][CH3:17])([O-])=[O:13].C1(N=C=O)C=CC(N=C=O)=CC=1.O>C(N(CC)CC)C.C1C=CC=CC=1>[CH2:16]([C:15]1[CH:9]=[C:8]([C:6]2[CH:5]=[N:4][C:3]([S:10][CH3:11])=[C:2]([Cl:1])[CH:7]=2)[O:13][N:12]=1)[CH3:17]. Procedure: A mixture of 3-chloro-5-ethynyl-2-methylthiopyridine (0.5 g, 2.72 mmol), 1-nitropropane (0.24 g, 0.27 mmol), 1,4-phenylenediisocyanate (1.3 g, 7.93 mmol) and triethylamine (5 drops) in benzene (20 mL) was heated under reflux with stirring for 8 hours, and allowed to stir at room temperature overnight. Water (1 mL) was added and the mixture stirred at room temperature for 2 hours. It was filtered through Celite, dried over anhydrous sodium sulphate and evaporated under reduced pressure. Recrystal... RXN SMILES: [Cl:1][C:2]1[CH:3]=[CH:4][C:5]([O:36][CH3:37])=[C:6]([C@@:8]2([F:35])[C:16]3[C:11](=[CH:12][C:13]([C:17]([F:20])([F:19])[F:18])=[CH:14][CH:15]=3)[N:10]([C:21]([NH:23][C:24]([CH3:33])([CH3:32])[C:25]([O:27]C(C)(C)C)=[O:26])=[O:22])[C:9]2=[O:34])[CH:7]=1.C(O)(C(F)(F)F)=O>C(Cl)Cl>[Cl:1][C:2]1[CH:3]=[CH:4][C:5]([O:36][CH3:37])=[C:6]([C@@:8]2([F:35])[C:16]3[C:11](=[CH:12][C:13]([C:17]([F:19])([F:18])[F:20])=[CH:14][CH:15]=3)[N:10]([C:21]([NH:23][C:24]([CH3:33])([CH3:32])[C:25]([OH:27])=[O:26])=[O:22])[C:9]2=[O:34])[CH:7]=1. Starting materials: C(=O)(C(F)(F)F)O (TFA), ClC=1C=CC(=C(C1)[C@@]1(C(N(C2=CC(=CC=C12)C(F)(F)F)C(=O)NC(C(=O)OC(C)(C)C)(C)C)=O)F)OC ((S)-tert-butyl 2-(3-(5-chloro-2-methoxyphenyl)-3-fluoro-2-oxo-6-(trifluoromethyl)indoline-1-carboxamido)-2-methylpropanoate). Yields the product ClC=1C=CC(=C(C1)[C@@]1(C(N(C2=CC(=CC=C12)C(F)(F)F)C(=O)NC(C(=O)O)(C)C)=O)F)OC ((S)-2-(3-(5-chloro-2-methoxyphenyl)-3-fluoro-2-oxo-6-(trifluoromethyl)-indoline-1-carboxamido)-2-methylpropanoic acid), solid. Reported procedure: (S)-tert-butyl 2-(3-(5-chloro-2-methoxyphenyl)-3-fluoro-2-oxo-6-(trifluoromethyl)indoline-1-carboxamido)-2-methylpropanoate (Ij4): Following general procedure (G), to a solution of XVIII4 (0.24 g, 0.44 mmol) in methylene chloride (5 mL), TFA (0.34 mL, 4.4 mmol) was added. After purification by Prep. HPLC, the title compound was obtained as a white foam solid (140 mg, 65% yield). mp: 107–110° C. MS: 487 (M−H−) (very weak). Anal. Calcd. for C21H17CIF4N2O5: C, 51.60; H, 3.51; N, 5.73. Found: C, 51.... Yield: 65.0%. Solvent: C(Cl)Cl (methylene chloride).